From a dataset of the Open Reaction Database (ORD), a public repository of structured organic reaction records. describe an organic reaction: reactants, conditions, products, and yield The reactants are COC1=CC=C(C=C1)N1CCC(CC1)NC(CCC1=CC=CC=C1)=O (N-[1-(4-methoxy-phenyl)-piperidin-4-yl]-3-phenyl-propionamide), [H-].[H-].[H-].[H-].[Li+].[Al+3] (LiAlH4). The product is COC1=CC=C(C=C1)N1CCC(CC1)NCCCC1=CC=CC=C1 ([1-(4-methoxy-phenyl)-piperidin-4-yl]-(3-phenyl-propyl)-amine). Yield: 91.4%. RXN SMILES: [CH3:1][O:2][C:3]1[CH:8]=[CH:7][C:6]([N:9]2[CH2:14][CH2:13][CH:12]([NH:15][C:16](=O)[CH2:17][CH2:18][C:19]3[CH:24]=[CH:23][CH:22]=[CH:21][CH:20]=3)[CH2:11][CH2:10]2)=[CH:5][CH:4]=1.[H-].[H-].[H-].[H-].[Li+].[Al+3]>>[CH3:1][O:2][C:3]1[CH:4]=[CH:5][C:6]([N:9]2[CH2:10][CH2:11][CH:12]([NH:15][CH2:16][CH2:17][CH2:18][C:19]3[CH:20]=[CH:21][CH:22]=[CH:23][CH:24]=3)[CH2:13][CH2:14]2)=[CH:7][CH:8]=1 |f:1.2.3.4.5.6|. Procedure details: Following the general procedure of example 40b, N-[1-(4-methoxy-phenyl)-piperidin-4-yl]-3-phenyl-propionamide (1.87 g, 5.53 mmol) was reduced with LiAlH4 to give [1-(4-methoxy-phenyl)-piperidin-4-yl]-(3-phenyl-propyl)-amine (1.64 g, 91%, MS: m/e=325.4 (M+H+)) as a white solid. The reactants are CSc1nc(NC2CC2)n2nccc2n1, Cl, [Na+], CN(C)C=O, [OH-], O=P(Cl)(Cl)Cl. Product: CSc1nc(NC2CC2)n2ncc(C=O)c2n1. RXN SMILES: [CH:1]1([NH:4][c:5]2[n:6][c:7]([S:14][CH3:15])[n:8][c:9]3[n:10]2[n:11][cH:12][cH:13]3)[CH2:2][CH2:3]1.[ClH:23].[Na+:22].[O:24]=[CH:25][N:26]([CH3:27])[CH3:28].[OH-:21].[P:16]([Cl:17])([Cl:18])([Cl:19])=[O:20]>>[CH:1]1([NH:4][c:5]2[n:6][c:7]([S:14][CH3:15])[n:8][c:9]3[n:10]2[n:11][cH:12][c:13]3[CH:25]=[O:24])[CH2:2][CH2:3]1. Starting materials: CCCC[N+](CCCC)(CCCC)CCCC, [F-], C[Si](C)(C)C#Cc1cccnc1F, C1CCOC1, O. The product is C#Cc1cccnc1F. RXN SMILES: [CH2:15]([N+:16]([CH2:17][CH2:18][CH2:19][CH3:20])([CH2:21][CH2:22][CH2:23][CH3:24])[CH2:25][CH2:26][CH2:27][CH3:28])[CH2:29][CH2:30][CH3:31].[F-:14].[F:1][c:2]1[n:3][cH:4][cH:5][cH:6][c:7]1[C:8]#[C:9][Si:10]([CH3:11])([CH3:12])[CH3:13].[O:32]1[CH2:33][CH2:34][CH2:35][CH2:36]1.[OH2:37]>>[F:1][c:2]1[n:3][cH:4][cH:5][cH:6][c:7]1[C:8]#[CH:9]. The reactants are 3,4-dihydro-1H-cyclohept[c,d] indol-6-one, C1=CC=CC=C1 (benzene), CI (methyl iodide), [OH-].[Na+] (sodium hydroxide), C(CCC)[N+](CCCC)(CCCC)CCCC (tetra-n-butyl ammonium). Run in O (water). Conditions: time 30 minute. The product is N1=CC=C2C=CC(C=C12)=O (indol-6-one). As a reaction SMILES: C1C=CC=CC=1.CI.[OH-:9].[Na+].C([N+:15]([CH2:24][CH2:25][CH2:26][CH3:27])([CH2:20][CH2:21][CH2:22][CH3:23])CCCC)CCC>O>[N:15]1[C:20]2[C:26]([CH:27]=[CH:23][C:22](=[O:9])[CH:21]=2)=[CH:25][CH:24]=1 |f:2.3|. Procedure details: A mixture of 5 g of 3,4-dihydro-1H-cyclohept[c,d] indol-6-one, 50 ml of benzene, 2.5 ml of methyl iodide, 25 ml of 5 N sodium hydroxide solution and 9.2 g of tetra-n-butyl ammonium acid sulfate was stirred for 30 minutes under an inert atmosphere at 40°-45° C. and the mixture was diluted with water. The decanted aqueous phase was extracted with ethyl acetate and the organic phase was washed with N hydrochloride acid, with water, dried and evaporated to dryness. The residue was chromatographed ov... Starting materials: C(C)O (ethanol), Cl (hydrogen chloride), ice, N1(CCCCC1)CC=1C=C(OCCCC#N)C=CC1 (4-(3-piperidinomethylphenoxy)butyronitrile). Run in O1CCOCC1 (dioxan). Run at time 16 hour. Product: hydrochloride salt, N1(CCCCC1)CC=1C=C(OCCCC(OCC)=N)C=CC1 (ethyl 4-(3-piperidinomethylphenoxy)butyrimidate). RXN SMILES: [N:1]1([CH2:7][C:8]2[CH:9]=[C:10]([CH:17]=[CH:18][CH:19]=2)[O:11][CH2:12][CH2:13][CH2:14][C:15]#[N:16])[CH2:6][CH2:5][CH2:4][CH2:3][CH2:2]1.Cl.[CH2:21]([OH:23])[CH3:22]>O1CCOCC1>[N:1]1([CH2:7][C:8]2[CH:9]=[C:10]([CH:17]=[CH:18][CH:19]=2)[O:11][CH2:12][CH2:13][CH2:14][C:15](=[NH:16])[O:23][CH2:21][CH3:22])[CH2:6][CH2:5][CH2:4][CH2:3][CH2:2]1. Reported procedure: An ice-cold solution of 4-(3-piperidinomethylphenoxy)butyronitrile (0.9 g) prepared as described in Example 17 in a mixture of ethanol (5 ml) and dioxan (5 ml) was saturated with hydrogen chloride gas. The mixture was left for 16 hours during which time the temperature rose to ambient. The solvent was then removed by evaporation to yield a hydrochloride salt of ethyl 4-(3-piperidinomethylphenoxy)butyrimidate as a colourless oil. The imidate salt was mixed with 4-methylcarbamoylmethyl-o-phenylene...